Task: describe an organic reaction: reactants, conditions, products, and yield. Dataset: the Open Reaction Database (ORD), a public repository of structured organic reaction records Starting materials: ClC1=C(C=CC(=C1)Cl)C1C(CCCC1)=O (2-(2,4-Dichloro-phenyl)-cyclohexanone), BrBr (bromine). Solvent: C(Cl)(Cl)Cl (chloroform), C(Cl)(Cl)Cl (chloroform). The product is BrC1C(C(CCC1)C1=C(C=C(C=C1)Cl)Cl)=O (2-Bromo-6-(2,4-dichloro-phenyl)-cyclohexanone). Yield: 116.8%. RXN SMILES: [Cl:1][C:2]1[CH:7]=[C:6]([Cl:8])[CH:5]=[CH:4][C:3]=1[CH:9]1[CH2:14][CH2:13][CH2:12][CH2:11][C:10]1=[O:15].[Br:16]Br>C(Cl)(Cl)Cl>[Br:16][CH:11]1[CH2:12][CH2:13][CH2:14][CH:9]([C:3]2[CH:4]=[CH:5][C:6]([Cl:8])=[CH:7][C:2]=2[Cl:1])[C:10]1=[O:15]. Procedure details: 2-(2,4-Dichloro-phenyl)-cyclohexanone (50 mg, 0.21 mmol) was dissolved in chloroform (1 mL). To this solution bromine (34.5 mg, 0.22 mmol) in chloroform (0.5 mL) was added drop wise at room temperature. The reaction was stirred for 1½ hours at room temperature. The solvent was removed under reduced pressure to yield the crude title compound (79 mg) which was used directly in the next step without further purification.